describe an organic reaction: reactants, conditions, products, and yield From a dataset of the Open Reaction Database (ORD), a public repository of structured organic reaction records. The reactants are Cl (HCl), C(C)(C)N(C(C)C)CC (N,N-diisopropylethylamine), C(C)OC(=O)C1=NNC=C1C1=CC=C(C=C1)F (4-(4-Fluoro-phenyl)-1H-pyrazole-3-carboxylic acid ethyl ester), ice, [H-].[Na+] (sodium hydride), ClCCN(C)C (2-chloro-ethyl dimethylamine), Cl (HCl). Reagents/catalysts: [I-].[K+] (potassium iodide). Solvent: O (water), CN(C)C=O (DMF). Conditions: time 16 hour. The product is C(C)OC(=O)C1N(NC=C1C1=CC=C(C=C1)F)CCN(C)C (2-(2-dimethylamino-ethyl)-4-(4-fluoro-phenyl)-1H-pyrazole-3-carboxylic acid ethyl ester). Yield: 29.3%. As a reaction SMILES: [CH2:1]([O:3][C:4]([C:6]1[C:10]([C:11]2[CH:16]=[CH:15][C:14]([F:17])=[CH:13][CH:12]=2)=[CH:9][NH:8][N:7]=1)=[O:5])[CH3:2].[H-].[Na+].[CH:20]([N:23]([CH2:27]C)[CH:24](C)C)(C)[CH3:21].ClCCN(C)C.Cl>CN(C=O)C.[I-].[K+].O>[CH2:1]([O:3][C:4]([CH:6]1[C:10]([C:11]2[CH:12]=[CH:13][C:14]([F:17])=[CH:15][CH:16]=2)=[CH:9][NH:8][N:7]1[CH2:21][CH2:20][N:23]([CH3:27])[CH3:24])=[O:5])[CH3:2] |f:1.2,7.8|. Procedure: 4-(4-Fluoro-phenyl)-1H-pyrazole-3-carboxylic acid ethyl ester (2.4 g, 10 mmol) was added to an ice-cooled slurry of sodium hydride (0.82 g, 60% dispersion in mineral oil, 20 mmol) in DMF (20 ml), under argon. N,N-diisopropylethylamine (1.8 ml, 10 mmol) was added followed by 2-chloro-ethyl dimethylamine.HCl (1.48 g, 10 mmol) and potassium iodide (5 mg). The reaction mixture was stirred at room temperature for 16 h then at 80° C. for 48 h. 2N HCl and water were added and the product extracted with...